Dataset: the Open Reaction Database (ORD), a public repository of structured organic reaction records. Task: describe an organic reaction: reactants, conditions, products, and yield The reactants are CC(C)N1CCNCC1, CCOC1=C(C=C2C(=C1)N=CC(=C2NC3=C(C=C(C=C3)F)F)C(=O)OCC)Br. The reagents and catalysts are C(=O)([O-])[O-].[Cs+].[Cs+], C1=CC=C(C=C1)P(C2=CC=CC=C2)C3=C(C4=CC=CC=C4C=C3)C5=C(C=CC6=CC=CC=C65)P(C7=CC=CC=C7)C8=CC=CC=C8, C1=CC=C(C=C1)/C=C/C(=O)/C=C/C2=CC=CC=C2.C1=CC=C(C=C1)/C=C/C(=O)/C=C/C2=CC=CC=C2.C1=CC=C(C=C1)/C=C/C(=O)/C=C/C2=CC=CC=C2.[Pd].[Pd]. Conditions: temperature 110 celsius. The product is CCOC1=C(C=C2C(=C1)N=CC(=C2NC3=C(C=C(C=C3)F)F)C(=O)OCC)N4CCN(CC4)C(C)C. The yield is 65.4%. Reported procedure: To a solution of ethyl 6-bromo-4-(2,4-difluorophenylamino)-7-ethoxyquinoline-3-carboxylate (400 mg, 0.89 mmol) and 1-(Isopropyl)piperazine (254 µl, 1.77 mmol) in dioxane was added cesium carbonate (722 mg, 2.22 mmol), tris(dibenzylideneacetone)dipalladium(0) (40.6 mg, 0.04 mmol) and rac-2,2'-Bis(diphenylphosphino)-1,1'-binaphthyl (55.2 mg, 0.09 mmol). Reaction vessel in oil bath set to 110 °C. 11am  After 5 hours, MS shows product (major peak 499), and SM (minor peak 453).  o/n, MS shows product... Reactants: CC(C)(C)OC(=O)N1CCC(Oc2ccc(Br)cc2)CC1, Cc1ccccc1, OB(O)C1CC1, [K+], [K+], [K+], O, O=P([O-])([O-])[O-]. The product is CC(C)(C)OC(=O)N1CCC(Oc2ccc(C3CC3)cc2)CC1. As a reaction SMILES: [C:1](=[O:2])([O:3][C:4]([CH3:5])([CH3:6])[CH3:7])[N:8]1[CH2:9][CH2:10][CH:11]([O:14][c:15]2[cH:16][cH:17][c:18]([Br:21])[cH:19][cH:20]2)[CH2:12][CH2:13]1.[CH3:37][c:38]1[cH:39][cH:40][cH:41][cH:42][cH:43]1.[CH:30]1([B:33]([OH:34])[OH:35])[CH2:31][CH2:32]1.[K+:27].[K+:28].[K+:29].[OH2:36].[P:22]([O-:23])([O-:24])([O-:25])=[O:26]>>[C:1](=[O:2])([O:3][C:4]([CH3:5])([CH3:6])[CH3:7])[N:8]1[CH2:9][CH2:10][CH:11]([O:14][c:15]2[cH:16][cH:17][c:18]([CH:30]3[CH2:31][CH2:32]3)[cH:19][cH:20]2)[CH2:12][CH2:13]1. The reactants are C(C)OC=1C=C(C(=C(C=O)C1)F)O (5-ethoxy-2-fluoro-3-hydroxybenzaldehyde), C(=O)([O-])[O-].[K+].[K+] (K2CO3), IC(C)C (2-iodopropane). The solvent is CN(C)C=O (DMF), EtOAc hexanes. Run at temperature 50 celsius, time 16 hour. Product: C(C)OC=1C=C(C(=C(C=O)C1)F)OC(C)C (5-ethoxy-2-fluoro-3-isopropoxybenzaldehyde). Isolated yield 71.7%. RXN SMILES: [CH2:1]([O:3][C:4]1[CH:5]=[C:6]([OH:13])[C:7]([F:12])=[C:8]([CH:11]=1)[CH:9]=[O:10])[CH3:2].C([O-])([O-])=O.[K+].[K+].I[CH:21]([CH3:23])[CH3:22]>CN(C=O)C>[CH2:1]([O:3][C:4]1[CH:5]=[C:6]([O:13][CH:21]([CH3:23])[CH3:22])[C:7]([F:12])=[C:8]([CH:11]=1)[CH:9]=[O:10])[CH3:2] |f:1.2.3|. Reported procedure: To a solution of Intermediate 7.1 (assumed 24.3 mmol) in 50 mL DMF, was added K2CO3 (4.03 g, 29.2 mmol) and 2-iodopropane (4.86 mL, 48.6 mmol). The mixture was stirred at 50° C. for 16 h, then was diluted with EtOAc/hexanes (1:1). The organic phase was washed with H2O (3×) and brine, dried (Na2SO4) and concentrated. The crude product was purified by flash chromatography (0 to 30% EtOAc/hexanes gradient) to afford 3.94 g of Intermediate 7.2 as a white solid.